From a dataset of the Open Reaction Database (ORD), a public repository of structured organic reaction records. describe an organic reaction: reactants, conditions, products, and yield Procedure: A solution of 3-carboxymethylcinnamic acid (427 g) (Example 2(a)) in dimethyl formamide (4.25 l) and aqueous ammonia (specific gravity 0.88, 8.5 l) was stored at room temperature for 4 days, concentrated to call 11 l, and then treated with ice (8 kg) and concentrated hydrochloric acid (1 l). The precipitated title product was washed with water and dried, m.p. >260° C. Solvent: N (ammonia). Reaction SMILES: C(C[C:5]1[CH:6]=[C:7]([CH:13]=[CH:14][CH:15]=1)[CH:8]=[CH:9][C:10]([OH:12])=[O:11])(O)=O.C[N:17](C)[CH:18]=[O:19]>N>[NH2:17][C:18]([C:5]1[CH:6]=[C:7]([CH:13]=[CH:14][CH:15]=1)[CH:8]=[CH:9][C:10]([OH:12])=[O:11])=[O:19]. The reactants are C(=O)(O)CC=1C=C(C=CC(=O)O)C=CC1 (3-carboxymethylcinnamic acid), CN(C=O)C (dimethyl formamide). Yields the product NC(=O)C=1C=C(C=CC(=O)O)C=CC1 (3-Aminocarbonylcinnamic acid). Reactants: O=C1CCC(=O)N1Br, Cc1cc(Br)cc2ccoc12, O=C(OOC(=O)c1ccccc1)c1ccccc1, ClC(Cl)(Cl)Cl. Yields the product BrCc1cc(Br)cc2ccoc12. RXN SMILES: [Br:1][N:2]1[C:3](=[O:4])[CH2:5][CH2:6][C:7]1=[O:8].[Br:27][c:28]1[cH:29][c:30]([CH3:37])[c:31]2[c:32]([cH:33][cH:34][o:35]2)[cH:36]1.[C:9]([O:10][O:11][C:12](=[O:13])[c:14]1[cH:15][cH:16][cH:17][cH:18][cH:19]1)(=[O:20])[c:21]1[cH:22][cH:23][cH:24][cH:25][cH:26]1.[Cl:38][C:39]([Cl:40])([Cl:41])[Cl:42]>>[Br:1][CH2:37][c:30]1[cH:29][c:28]([Br:27])[cH:36][c:32]2[c:31]1[o:35][cH:34][cH:33]2. Starting materials: O=C(Cl)CCCCCCCCc1ccc(Cl)cc1, ClCCl, Cl, NO, [Na+], [Na+], O=C([O-])[O-], O. The product is O=C(CCCCCCCCc1ccc(Cl)cc1)NO. RXN SMILES: [Cl:10][c:11]1[cH:12][cH:13][c:14]([CH2:17][CH2:18][CH2:19][CH2:20][CH2:21][CH2:22][CH2:23][CH2:24][C:25](=[O:26])[Cl:27])[cH:15][cH:16]1.[Cl:28][CH2:29][Cl:30].[ClH:1].[NH2:2][OH:3].[Na+:4].[Na+:5].[O-:6][C:7](=[O:8])[O-:9].[OH2:31]>>[NH:2]([OH:3])[C:25]([CH2:24][CH2:23][CH2:22][CH2:21][CH2:20][CH2:19][CH2:18][CH2:17][c:14]1[cH:13][cH:12][c:11]([Cl:10])[cH:16][cH:15]1)=[O:26]. Reactants: O (H2O), [H-].[Na+] (NaH), BrCC(=O)OC (methyl bromoacetate), C(C1=CC=CC=C1)C1=CNC2=CC=CC=C12 (3-benzylindole). Solvent: CN(C)C=O (DMF). Reaction conditions: time 1 hour. Product: C(C1=CC=CC=C1)C1=CN(C2=CC=CC=C12)CC(=O)OC (Methyl (3-benzylindol-1-yl)acetate). RXN SMILES: [H-].[Na+].[CH2:3]([C:10]1[C:18]2[C:13](=[CH:14][CH:15]=[CH:16][CH:17]=2)[NH:12][CH:11]=1)[C:4]1[CH:9]=[CH:8][CH:7]=[CH:6][CH:5]=1.Br[CH2:20][C:21]([O:23][CH3:24])=[O:22].O>CN(C=O)C>[CH2:3]([C:10]1[C:18]2[C:13](=[CH:14][CH:15]=[CH:16][CH:17]=2)[N:12]([CH2:20][C:21]([O:23][CH3:24])=[O:22])[CH:11]=1)[C:4]1[CH:5]=[CH:6][CH:7]=[CH:8][CH:9]=1 |f:0.1|. Procedure details: To a suspension of NaH (50% dispersion in oil, 170 mg, 3.5 mmol) in DMF (15 mL), at r.t. and under an atmosphere of nitrogen, there was added in portions 3-benzylindole (ref: Tetrahedron 23, 3771-83 (1967)) (621 mg, 3 mmol) and the mixture was stirred for 1 hour. There added methyl bromoacetate (765 mg, 5 mmol) and stirring was continued for 1.5 hours. H2O (100 mL) was added and the mixture was extracted twice with Et2O. These extracts were H2O with water, dried over MgSO4 and evaporated to a re... Reactants: C(C1=CC=CC=C1)(=O)C=1C=C(NC1)C(=O)O (4-Benzoylpyrrole-2-carboxylic acid), Cl (hydrochloric acid), NN (hydrazine), [OH-].[K+] (potassium hydroxide). Solvent: O (water), C(CO)O (ethylene glycol). The product is C(C1=CC=CC=C1)C=1C=C(NC1)C(=O)O (4-Benzylpyrrole-2-carboxylic Acid). As a reaction SMILES: [C:1]([C:9]1[CH:10]=[C:11]([C:14]([OH:16])=[O:15])[NH:12][CH:13]=1)(=O)[C:2]1[CH:7]=[CH:6][CH:5]=[CH:4][CH:3]=1.NN.[OH-].[K+].Cl>O.C(O)CO>[CH2:1]([C:9]1[CH:10]=[C:11]([C:14]([OH:16])=[O:15])[NH:12][CH:13]=1)[C:2]1[CH:3]=[CH:4][CH:5]=[CH:6][CH:7]=1 |f:2.3|. Procedure details: 4-Benzoylpyrrole-2-carboxylic acid (1.5 g.) was combined with 10 ml. of ethylene glycol, 4 ml. of hydrazine (97%) and 4 g. of potassium hydroxide, and heated for 2 hours in an oil bath maintained at 140°-143° C. The reaction mixture was poured into approximately 100 ml. of ice and water, acidified with conc. hydrochloric acid, and product (375 mg.) recovered by filtration. Recrystallization from ether/hexane afforded purified 4-benzoylpyrrole-2-carboxylic acid (200 mg., m.p. 183°-185° C.). Starting materials: C(C)(C)(C)O[C@H](CO)C=1C(=C2C=CC(=NC2=CC1C)C#CC1=CC=CC=C1)C1=CC=C(C=C1)Cl ((S)-2-tert-butoxy-2-(5-(4-chlorophenyl)-7-methyl-2-(phenylethynyl)quinolin-6-yl)ethanol), C(C(C)(C)C)(=O)OC[C@H](C=1C(=C2C=CC(=NC2=CC1C)N1CCOCC1)C1=CC=C(C=C1)Cl)OC(C)(C)C ((S)-2-tert-butoxy-2-(5-(4-chlorophenyl)-7-methyl-2-morpholinoquinolin-6-yl)ethyl pivalate), [H][H] (hydrogen), of(S)-2-tert-butoxy-2-(5-(4-chlorophenyl)-7-methyl-2-(phenylethynyl)quinolin-6-yl)acetic acid, of(S)-2-tert-butoxy-2-(5-(4-chlorophenyl)-7-methyl-2-phenethylquinolin-6-yl)ethanol, C(C)(C)(C)O[C@H](CO)C=1C(=C2C=CC(=NC2=CC1C)C#CC1=CC=CC=C1)C1=CC=C(C=C1)Cl ((S)-2-tert-butoxy-2-(5-(4-chlorophenyl)-7-methyl-2-(phenylethynyl)quinolin-6-yl)ethanol). The reagents and catalysts are [Rh] (rhodium on alumina). Solvent: C(C)O (ethanol). Product: C(C)(C)(C)O[C@H](C(=O)O)C=1C(=C2C=CC(=NC2=CC1C)C#CC1=CC=CC=C1)C1=CC=C(C=C1)Cl ((S)-2-tert-Butoxy-2-(5-(4-chlorophenyl)-7-methyl-2-(phenylethynyl)quinolin-6-yl)acetic acid), C(C)(C)(C)O[C@H](CO)C=1C(=C2C=CC(=NC2=CC1C)CCC1=CC=CC=C1)C1=CC=C(C=C1)Cl ((S)-2-tert-butoxy-2-(5-(4-chlorophenyl)-7-methyl-2-phenethylquinolin-6-yl)ethanol). Reaction SMILES: C(OC[C@@H](OC(C)(C)C)C1C(C2C=CC(Cl)=CC=2)=C2C(=CC=1C)N=C(N1CCOCC1)C=C2)(=[O:6])C(C)(C)C.[C:39]([O:43][C@@H:44]([C:47]1[C:48]([C:66]2[CH:71]=[CH:70][C:69]([Cl:72])=[CH:68][CH:67]=2)=[C:49]2[C:54](=[CH:55][C:56]=1[CH3:57])[N:53]=[C:52]([C:58]#[C:59][C:60]1[CH:65]=[CH:64][CH:63]=[CH:62][CH:61]=1)[CH:51]=[CH:50]2)[CH2:45][OH:46])([CH3:42])([CH3:41])[CH3:40].[H][H]>C(O)C.[Rh]>[C:39]([O:43][C@@H:44]([C:47]1[C:48]([C:66]2[CH:71]=[CH:70][C:69]([Cl:72])=[CH:68][CH:67]=2)=[C:49]2[C:54](=[CH:55][C:56]=1[CH3:57])[N:53]=[C:52]([C:58]#[C:59][C:60]1[CH:65]=[CH:64][CH:63]=[CH:62][CH:61]=1)[CH:51]=[CH:50]2)[C:45]([OH:6])=[O:46])([CH3:42])([CH3:40])[CH3:41].[C:39]([O:43][C@@H:44]([C:47]1[C:48]([C:66]2[CH:71]=[CH:70][C:69]([Cl:72])=[CH:68][CH:67]=2)=[C:49]2[C:54](=[CH:55][C:56]=1[CH3:57])[N:53]=[C:52]([CH2:58][CH2:59][C:60]1[CH:65]=[CH:64][CH:63]=[CH:62][CH:61]=1)[CH:51]=[CH:50]2)[CH2:45][OH:46])([CH3:42])([CH3:40])[CH3:41]. Reported procedure: Preparation of(S)-2-tert-butoxy-2-(5-(4-chlorophenyl)-7-methyl-2-(phenylethynyl)quinolin-6-yl)acetic acid (37A): (S)-2-tert-Butoxy-2-(5-(4-chlorophenyl)-7-methyl-2-(phenylethynyl)quinolin-6-yl)acetic acid (4.9 mg) was prepared in a similar manner as compound (S)-2-tert-butoxy-2-(5-(4-chlorophenyl)-7-methyl-2-morpholinoquinolin-6-yl)acetic acid of Example 29 except using (S)-2-tert-butoxy-2-(5-(4-chlorophenyl)-7-methyl-2-(phenylethynyl)quinolin-6-yl)ethanol instead of (S)-2-tert-butoxy-2-(5-(4-ch...